describe an organic reaction: reactants, conditions, products, and yield From a dataset of the Open Reaction Database (ORD), a public repository of structured organic reaction records. Reactants: COC1=C(C=CC=C1)N1CCN(CC1)CCNC(C1=C(C=CC=C1)N)=O (1-(2-Methoxyphenyl)-4-[2-(2-aminobenzoyl)aminoethyl]piperazine), NC(=O)N (urea), O (water). Solvent: CN(C=O)C (dimethylformamide). The product is COC1=C(C=CC=C1)N1CCN(CC1)CCN1C(NC2=CC=CC=C2C1=O)=O (3-[2-[4-(2-methoxyphenyl)-1-piperazinyl]ethyl]2,4-(1H,3H)-quinazolinedione). Isolated yield 92.1%. Reaction SMILES: [CH3:1][O:2][C:3]1[CH:8]=[CH:7][CH:6]=[CH:5][C:4]=1[N:9]1[CH2:14][CH2:13][N:12]([CH2:15][CH2:16][NH:17][C:18](=[O:26])[C:19]2[CH:24]=[CH:23][CH:22]=[CH:21][C:20]=2[NH2:25])[CH2:11][CH2:10]1.N[C:28](N)=[O:29].O>CN(C)C=O>[CH3:1][O:2][C:3]1[CH:8]=[CH:7][CH:6]=[CH:5][C:4]=1[N:9]1[CH2:14][CH2:13][N:12]([CH2:15][CH2:16][N:17]2[C:18](=[O:26])[C:19]3[C:20](=[CH:21][CH:22]=[CH:23][CH:24]=3)[NH:25][C:28]2=[O:29])[CH2:11][CH2:10]1. Procedure details: 1-(2-Methoxyphenyl)-4-[2-(2-aminobenzoyl)aminoethyl]piperazine (3.54 g) and urea (1.2 g) were dissolved in dimethylformamide (20 ml) and the resulting solution was heated at an external temperature of 140° to 180° C. for 5 to 8 hours. After completion of the reaction, water (200 ml) was added to the reaction mixture and the resulting crystal was filtered off. Upon recrystallization from dioxane, 3-[2-[4-(2-methoxyphenyl)-1-piperazinyl]ethyl]2,4-(1H,3H)-quinazolinedione (3.5 g) was obtained as ne... Reactants: FC1=C(COC2=CC(N(C=C2)CCC2=CC=C(C=C2)CO)=O)C=CC=C1 (4-(2-fluoro-benzyloxy)-1-[2-(4-hydroxymethyl-phenyl)-ethyl]-1H-pyridin-2-one), P(Br)(Br)Br (phosphorus tribromide). The solvent is C(=O)(O)[O-].[Na+] (NaHCO3), C(Cl)Cl (DCM). Reaction conditions: time 2 hour. Product: BrCC1=CC=C(C=C1)CCN1C(C=C(C=C1)OCC1=C(C=CC=C1)F)=O (1-[2-(4-Bromomethyl-phenyl)-ethyl]-4-(2-fluoro-benzyloxy)-1H-pyridin-2-one). RXN SMILES: [F:1][C:2]1[CH:26]=[CH:25][CH:24]=[CH:23][C:3]=1[CH2:4][O:5][C:6]1[CH:11]=[CH:10][N:9]([CH2:12][CH2:13][C:14]2[CH:19]=[CH:18][C:17]([CH2:20]O)=[CH:16][CH:15]=2)[C:8](=[O:22])[CH:7]=1.P(Br)(Br)[Br:28]>C(Cl)Cl.C([O-])(O)=O.[Na+]>[Br:28][CH2:20][C:17]1[CH:18]=[CH:19][C:14]([CH2:13][CH2:12][N:9]2[CH:10]=[CH:11][C:6]([O:5][CH2:4][C:3]3[CH:23]=[CH:24][CH:25]=[CH:26][C:2]=3[F:1])=[CH:7][C:8]2=[O:22])=[CH:15][CH:16]=1 |f:3.4|. Reported procedure: To 250 mg (0.71 mmol) 4-(2-fluoro-benzyloxy)-1-[2-(4-hydroxymethyl-phenyl)-ethyl]-1H-pyridin-2-one (example 9.1a) in 4.0 mL of DCM is added 100 μL (1.06 mmol) phosphorus tribromide. The mixture is stirred 2 h at RT and is diluted with half saturated aqueous NaHCO3-solution. The layers are separated and the aqueous phase is extracted three times with DCM. The combined organic phase is dried over MgSO4, filtered and the solvent is evaporated to afford the product. The reactants are COC(COC1=CC=C(C=C1)[C@@H]1[C@@H](COC2=CC(=CC=C12)O)C1=CC=CC=C1)=O ((+,−) cis [4-(7-Hydroxy-3-phenyl-chroman-4-yl)-phenoxy]-acetic acid methyl ester), Cl (hydrochloric acid). Solvent: [OH-].[K+] (potassium hydroxide), CO (methanol). Reaction conditions: time 60 minute. Yields the product OC1=CC=C2[C@@H]([C@@H](COC2=C1)C1=CC=CC=C1)C1=CC=C(OCC(=O)O)C=C1 ((+,−) cis [4-(7-Hydroxy-3-phenyl-chroman-4-yl)-phenoxy]-acetic acid). RXN SMILES: C[O:2][C:3](=[O:29])[CH2:4][O:5][C:6]1[CH:11]=[CH:10][C:9]([C@H:12]2[C:21]3[C:16](=[CH:17][C:18]([OH:22])=[CH:19][CH:20]=3)[O:15][CH2:14][C@H:13]2[C:23]2[CH:28]=[CH:27][CH:26]=[CH:25][CH:24]=2)=[CH:8][CH:7]=1.Cl>[OH-].[K+].CO>[OH:22][C:18]1[CH:17]=[C:16]2[C:21]([C@H:12]([C:9]3[CH:8]=[CH:7][C:6]([O:5][CH2:4][C:3]([OH:29])=[O:2])=[CH:11][CH:10]=3)[C@H:13]([C:23]3[CH:24]=[CH:25][CH:26]=[CH:27][CH:28]=3)[CH2:14][O:15]2)=[CH:20][CH:19]=1 |f:2.3|. Reported procedure: (+,−) cis [4-(7-Hydroxy-3-phenyl-chroman-4-yl)-phenoxy]-acetic acid methyl ester (30 mg, 0.077 mmol) was stirred in 2N potassium hydroxide in methanol (1 ml) for 120 min. The reaction mixture was acidified by 1 N hydrochloric acid (2.5 ml), and stirring continued for 60 min. The precipitated product was filtered, washed with water and vacuum dried with sicapent (Merck) at 50° C. overnight. Reactants: NC=1NC(C(=C(N1)C(C(=O)OCC)(CC=1SC=CC1)C#N)[N+](=O)[O-])=O (2-Amino-α-cyano-1,6-dihydro-5-nitro-6-oxo-α-(2-thienylmethyl)-4-pyrimidineacetic acid, ethyl ester), Cl (HCl). Solvent: [OH-].[Na+] (NaOH), [OH-].[Na+] (NaOH). Conditions: time 90 minute. The product is NC=1NC(C(=C(N1)C(C#N)CC=1SC=CC1)[N+](=O)[O-])=O (2-Amino-1,6-dihydro-5-nitro-6-oxo-α-(2-thienylmethyl)-4-pyrimidineacetonitrile). As a reaction SMILES: [NH2:1][C:2]1[NH:3][C:4](=[O:25])[C:5]([N+:22]([O-:24])=[O:23])=[C:6]([C:8]([C:20]#[N:21])([CH2:14][C:15]2[S:16][CH:17]=[CH:18][CH:19]=2)C(OCC)=O)[N:7]=1.Cl>[OH-].[Na+]>[NH2:1][C:2]1[NH:3][C:4](=[O:25])[C:5]([N+:22]([O-:24])=[O:23])=[C:6]([CH:8]([CH2:14][C:15]2[S:16][CH:17]=[CH:18][CH:19]=2)[C:20]#[N:21])[N:7]=1 |f:2.3|. Procedure: A solution of 2-Amino-α-cyano-1,6-dihydro-5-nitro-6-oxo-α-(2-thienylmethyl)-4-pyrimidineacetic acid, ethyl ester as prepared above (5.0 g) in 1N NaOH (200 mL) is stirred at room temperature for 90 min. The reaction mixture is acidified to pH 1 with 4N HCl and stirred for 5 min. The reaction mixture is neutralized (pH 7) with IN NaOH and the product 2-Amino-1,6-dihydro-5-nitro-6-oxo-α-(2-thienylmethyl)-4-pyrimidineacetonitrile (4.1 g, 98%) is collected by filtration. ##STR16## Reactants: CC=1C=C(N=CC2=CC=C(C=C2)S(N)(=O)=O)C=CC1C (3,4-dimethyl-N-(4-sulfamoylbenzylidene)aniline), C[Si](C)(C)C#N (trimethylsilyl cyanide). The product is CC=1C=C(NC(C#N)C2=CC=C(C=C2)S(N)(=O)=O)C=CC1C (α-(3,4-Dimethylanilino)-α-(4-sulfamoylphenyl)acetonitrile), powder. Isolated yield 100.0%. Reaction SMILES: [CH3:1][C:2]1[CH:3]=[C:4]([CH:17]=[CH:18][C:19]=1[CH3:20])[N:5]=[CH:6][C:7]1[CH:12]=[CH:11][C:10]([S:13](=[O:16])(=[O:15])[NH2:14])=[CH:9][CH:8]=1.C[Si]([C:25]#[N:26])(C)C>>[CH3:1][C:2]1[CH:3]=[C:4]([CH:17]=[CH:18][C:19]=1[CH3:20])[NH:5][CH:6]([C:7]1[CH:8]=[CH:9][C:10]([S:13](=[O:16])(=[O:15])[NH2:14])=[CH:11][CH:12]=1)[C:25]#[N:26]. Procedure: Following a procedure similar to that described in Example 1(ii), but using 3,4-dimethyl-N-(4-sulfamoylbenzylidene)aniline [prepared as described in step (i) above] and trimethylsilyl cyanide as starting materials, the title compound was obtained as a yellow powder (yield 100%). Starting materials: C1(CC1)N(CC1=CC=NC=C1)C1CCNCC1 (cyclopropyl-piperidine-4-yl-pyridin-4-ylmethyl-amine), ClC(=O)OC1=CC=C(C=C1)OC1=NC=C(C=C1)C(F)(F)F (4-(5-trifluoromethyl-pyridin-2-yloxy)-phenyl chloroformate), C(C)(C)NC(C)C (diisopropylamine). The solvent is CN(C=O)C (dimethylformamide). The product is FC(C=1C=CC(=NC1)OC1=CC=C(C=C1)OC(=O)N1CCC(CC1)N(CC1=CC=NC=C1)C1CC1)(F)F (4-(Cyclopropyl-pyridin-4-ylmethyl-amino)-piperidine-1-carboxylic acid 4-(5-trifluoromethyl-pyridin-2-yloxy)-phenyl ester). As a reaction SMILES: [CH:1]1([N:4]([CH:12]2[CH2:17][CH2:16][NH:15][CH2:14][CH2:13]2)[CH2:5][C:6]2[CH:11]=[CH:10][N:9]=[CH:8][CH:7]=2)[CH2:3][CH2:2]1.Cl[C:19]([O:21][C:22]1[CH:27]=[CH:26][C:25]([O:28][C:29]2[CH:34]=[CH:33][C:32]([C:35]([F:38])([F:37])[F:36])=[CH:31][N:30]=2)=[CH:24][CH:23]=1)=[O:20].C(NC(C)C)(C)C>CN(C)C=O>[F:37][C:35]([F:36])([F:38])[C:32]1[CH:33]=[CH:34][C:29]([O:28][C:25]2[CH:26]=[CH:27][C:22]([O:21][C:19]([N:15]3[CH2:16][CH2:17][CH:12]([N:4]([CH:1]4[CH2:2][CH2:3]4)[CH2:5][C:6]4[CH:7]=[CH:8][N:9]=[CH:10][CH:11]=4)[CH2:13][CH2:14]3)=[O:20])=[CH:23][CH:24]=2)=[N:30][CH:31]=1. Procedure details: The title product was prepared from cyclopropyl-piperidine-4-yl-pyridin-4-ylmethyl-amine and 4-(5-trifluoromethyl-pyridin-2-yloxy)-phenyl chloroformate, 3 equivalent of diisopropylamine was added, solvent: dimethylformamide. The crude reaction mixture was evaporated without addition of acetic acid, preparative HPLC (method C) (19%, yellow oil). HPLC-MS m/z=(M+1), Rt: 2.82 min. Reactants: CCC1CC(c2ccc(C)cc2)(N(C)C)CCC1=O, Cc1ccc(C2(N(C)C)CCC(=O)CC2)cc1, CI, CCCCC, CO, CC(C)NC(C)C, ClC(Cl)Cl, [Li]CCCC, C1CCOC1, O, c1ccccc1. Product: Cc1ccc(C2(N(C)C)CCC(=O)C(C)C2)cc1. As a reaction SMILES: [CH2:32]([CH3:33])[CH:34]1[C:35](=[O:50])[CH2:36][CH2:37][C:38]([c:40]2[cH:41][cH:42][c:43]([CH3:46])[cH:44][cH:45]2)([N:47]([CH3:48])[CH3:49])[CH2:39]1.[CH3:13][N:14]([CH3:15])[C:16]1([c:17]2[cH:18][cH:19][c:20]([CH3:21])[cH:22][cH:23]2)[CH2:24][CH2:25][C:26](=[O:27])[CH2:28][CH2:29]1.[CH3:30][I:31].[CH3:51][CH2:52][CH2:53][CH2:54][CH3:55].[CH3:67][OH:68].[CH:1]([NH:2][CH:3]([CH3:4])[CH3:5])([CH3:6])[CH3:7].[CH:63]([Cl:64])([Cl:65])[Cl:66].[Li:8][CH2:9][CH2:10][CH2:11][CH3:12].[O:69]1[CH2:70][CH2:71][CH2:72][CH2:73]1.[OH2:56].[cH:57]1[cH:58][cH:59][cH:60][cH:61][cH:62]1>>[CH3:32][CH:34]1[C:35](=[O:50])[CH2:36][CH2:37][C:38]([c:40]2[cH:41][cH:42][c:43]([CH3:46])[cH:44][cH:45]2)([N:47]([CH3:48])[CH3:49])[CH2:39]1. Reactants: C(C)(=O)O[C@H]1[C@H]([C@@H](C[C@@H]1NC1=C(C=C(C(=C1)Cl)Cl)[N+](=O)[O-])COC(C)=O)OC(C)=O ((±)-(1R*,2S*,3S*,5S*)-3-(Acetoxymethyl)-5-(4,5-dichloro-2-nitroanilino)-1,2-cyclopentanediyl diacetate), C(C)(C)O (isopropanol). Reagents/catalysts: [Ni] (Raney nickel). The product is C(C)(=O)O[C@H]1[C@H]([C@@H](C[C@@H]1N1C=NC2=C1C=C(C(=C2)Cl)Cl)COC(C)=O)OC(C)=O ((±)-(1R*,2S*,3S*,5S*)-3-(Acetoxymethyl)-5-(5,6-dichloro-1H-benzimidazol-1-yl)-1,2-cyclopentanediyl diacetate). Reaction SMILES: [C:1]([O:4][C@@H:5]1[C@@H:9]([NH:10][C:11]2[CH:16]=[C:15]([Cl:17])[C:14]([Cl:18])=[CH:13][C:12]=2[N+:19]([O-])=O)[CH2:8][C@@H:7]([CH2:22][O:23][C:24](=[O:26])[CH3:25])[C@@H:6]1[O:27][C:28](=[O:30])[CH3:29])(=[O:3])[CH3:2].[CH:31](O)(C)C>[Ni]>[C:1]([O:4][C@@H:5]1[C@@H:9]([N:10]2[C:11]3[CH:16]=[C:15]([Cl:17])[C:14]([Cl:18])=[CH:13][C:12]=3[N:19]=[CH:31]2)[CH2:8][C@@H:7]([CH2:22][O:23][C:24](=[O:26])[CH3:25])[C@@H:6]1[O:27][C:28](=[O:30])[CH3:29])(=[O:3])[CH3:2]. Reported procedure: (±)-(1R*,2S*,3S*,5S*)-3-(Acetoxymethyl)-5-(4,5-dichloro-2-nitroanilino)-1,2-cyclopentanediyl diacetate (2.75 g, 5.93 mmol) and Raney nickel (aqueous slurry, Aldrich, 300 mg wet) in isopropanol (250 mL) was shaken under hydrogen (40 psi) in a Parr shaker for 2.25 hours. Catalyst was filtered off with Celite and the filtrate acidified with 98% formic acid (5 mL) and concentrated to an orange oil. The oil was diluted with additional 98% formic acid (45 mL) and the resulting orange solution refluxed... Starting materials: ClC=1C=C(C=CC1)C(=O)C=O (3-chlorophenylglyoxal), CC1=CC=C(C=C1)CC(N)(C)C (2-(4-Methylphenyl)-1,1-dimethyl ethanamine). Yields the product CC1=CC=C(C=C1)CC(C)(C)NCC(C1=CC(=CC=C1)Cl)O (N-(2-(4-Methylphenyl)-1,1-dimethylethyl)-2-hydroxy-2-(3-chlorophenyl)ethanamine). RXN SMILES: [Cl:1][C:2]1[CH:3]=[C:4]([C:8]([CH:10]=O)=[O:9])[CH:5]=[CH:6][CH:7]=1.[CH3:12][C:13]1[CH:18]=[CH:17][C:16]([CH2:19][C:20]([CH3:23])([CH3:22])[NH2:21])=[CH:15][CH:14]=1>>[CH3:12][C:13]1[CH:18]=[CH:17][C:16]([CH2:19][C:20]([NH:21][CH2:10][CH:8]([OH:9])[C:4]2[CH:5]=[CH:6][CH:7]=[C:2]([Cl:1])[CH:3]=2)([CH3:22])[CH3:23])=[CH:15][CH:14]=1. Procedure: The title compound was prepared in the manner described in Example 9 using 3-chlorophenylglyoxal and 2-(4-Methylphenyl)-1,1-dimethyl ethanamine. The chromatographed material was recrystallized from cyclohexane to give the title compound m.p. 104-105. τ(CDCL3), 8.9 (6H, s), 7.7 (3H, s), 7.4 (2H, s), 7.1 (2H, dd,), 5.45 (1H, dd), 3.0 (4H, s), 2.5-2.8 (4H, m).